Dataset: the Open Reaction Database (ORD), a public repository of structured organic reaction records. Task: describe an organic reaction: reactants, conditions, products, and yield Reactants: CON=C1CC(c2ccc(F)cc2-c2cccnc2F)Cc2nc(N)nc(C)c21, CC#N, O=P(Cl)(Cl)Cl, Cc1nc(N)nc2c1C(=O)NC(c1ccc(F)cc1Br)C2, c1ccc2[nH]nnc2c1. Product: Cc1nc(N)nc2c1C(n1nnc3ccccc31)=NC(c1ccc(F)cc1Br)C2. RXN SMILES: [CH3:36][O:37][N:38]=[C:39]1[c:40]2[c:41]([CH3:42])[n:43][c:44]([NH2:45])[n:46][c:47]2[CH2:48][CH:49]([c:50]2[cH:51][cH:52][c:53]([F:54])[cH:55][c:56]2-[c:57]2[c:58]([F:59])[n:60][cH:61][cH:62][cH:63]2)[CH2:64]1.[CH3:65][C:66]#[N:67].[Cl:31][P:32](=[O:33])([Cl:34])[Cl:35].[NH2:1][c:2]1[n:3][c:4]([CH3:21])[c:5]2[c:6]([n:7]1)[CH2:8][CH:9]([c:13]1[c:14]([Br:20])[cH:15][c:16]([F:19])[cH:17][cH:18]1)[NH:10][C:11]2=[O:12].[nH:22]1[n:23][n:24][c:25]2[c:26]1[cH:27][cH:28][cH:29][cH:30]2>>[NH2:1][c:2]1[n:3][c:4]([CH3:21])[c:5]2[c:6]([n:7]1)[CH2:8][CH:9]([c:13]1[c:14]([Br:20])[cH:15][c:16]([F:19])[cH:17][cH:18]1)[N:10]=[C:11]2[n:22]1[n:23][n:24][c:25]2[c:26]1[cH:27][cH:28][cH:29][cH:30]2.